From a dataset of the Open Reaction Database (ORD), a public repository of structured organic reaction records. describe an organic reaction: reactants, conditions, products, and yield Reactants: CC1=CC=C(C=C1)S(=O)(=O)OC[C@@H]1OC2=C(C=CC=3C(C=COC23)=O)OC1 ([(2R)-7-Oxo-2,3-dihydro-7H-[1,4]dioxino[2,3-h]chromen-2-yl]methyl 4-methylbenzenesulfonate). The reagents and catalysts are [Pt]=O (platinum oxide). Solvent: C(C)(=O)O (acetic acid). Product: CC1=CC=C(C=C1)S(=O)(=O)OC[C@@H]1OC2=C(C=CC=3CCCOC23)OC1 ((2R)-2,3,8,9-Tetrahydro-7H[1,4]dioxino[2,3-h]chromen-2-ylmethyl 4-methylbenzenesulfonate). As a reaction SMILES: [CH3:1][C:2]1[CH:7]=[CH:6][C:5]([S:8]([O:11][CH2:12][C@H:13]2[CH2:27][O:26][C:16]3[CH:17]=[CH:18][C:19]4[C:20](=O)[CH:21]=[CH:22][O:23][C:24]=4[C:15]=3[O:14]2)(=[O:10])=[O:9])=[CH:4][CH:3]=1>C(O)(=O)C.[Pt]=O>[CH3:1][C:2]1[CH:7]=[CH:6][C:5]([S:8]([O:11][CH2:12][C@H:13]2[CH2:27][O:26][C:16]3[CH:17]=[CH:18][C:19]4[CH2:20][CH2:21][CH2:22][O:23][C:24]=4[C:15]=3[O:14]2)(=[O:10])=[O:9])=[CH:4][CH:3]=1. Reported procedure: [(2R)-7-Oxo-2,3-dihydro-7H-[1,4]dioxino[2,3-h]chromen-2-yl]methyl 4-methylbenzenesulfonate (1.0 g, 2.6 mmole) dissolved in acetic acid (50 mL) was hydrogenated at 40 psi in the presence of 0.30 g platinum oxide on a Parr shaker for 5 hours. The catalyst was filtered through celite and the filter cake washed with water. The filtrate was then extracted with ethyl acetate and the organic layer was washed with saturated sodium bicarbonate until neutral. The organic extracts were dried over magnesium...